From a dataset of the Open Reaction Database (ORD), a public repository of structured organic reaction records. describe an organic reaction: reactants, conditions, products, and yield The reactants are CC(COC)NC1=C(C=C(C=C1CC)OCCCCC(=O)OCC)C (N-(1-methyl-2-methoxyethyl)-2-methyl-4-(4'-ethoxycarbonylbutoxy)-6-ethylaniline), Cl (hydrochloric acid). Run in [OH-].[K+] (potassium hydroxide). Reaction conditions: time 20 hour. The product is CC(COC)NC1=C(C=C(C=C1CC)OCCCCC(=O)O)C (N-(1-methyl-2-methoxyethyl)-2-methyl-4-(4'-hydroxycarbonylbutoxy)-6-ethylaniline). RXN SMILES: [CH3:1][CH:2]([NH:6][C:7]1[C:12]([CH2:13][CH3:14])=[CH:11][C:10]([O:15][CH2:16][CH2:17][CH2:18][CH2:19][C:20]([O:22]CC)=[O:21])=[CH:9][C:8]=1[CH3:25])[CH2:3][O:4][CH3:5].Cl>[OH-].[K+]>[CH3:1][CH:2]([NH:6][C:7]1[C:12]([CH2:13][CH3:14])=[CH:11][C:10]([O:15][CH2:16][CH2:17][CH2:18][CH2:19][C:20]([OH:22])=[O:21])=[CH:9][C:8]=1[CH3:25])[CH2:3][O:4][CH3:5] |f:2.3|. Procedure details: 19 g (54 mmol) of the N-(1-methyl-2-methoxyethyl)-2-methyl-4-(4'-ethoxycarbonylbutoxy)-6-ethylaniline prepared in stage 4 are mixed at room temperature with 150 ml of 2M potassium hydroxide solution. The resulting emulsion is left to react to completion by stirring at room temperature for about 20 hours. The reaction mixture is then adjusted to pH 7 with hydrochloric acid and extracted twice with diethyl ether. The ether phases are combined, washed several times with saturated brine, dried over ... Starting materials: N(=[N+]=[N-])CC(=O)COC(C)=O (1-Azido-3-acetoxyacetone), [N-]=[N+]=[N-] (azide). Reagents/catalysts: [Pd] (palladium on carbon). Run in C(C)OC(C)=O (ethylacetate). Product: NCC(=O)COC(C)=O (1-amino-3-acetoxy acetone). As a reaction SMILES: [N:1]([CH2:4][C:5]([CH2:7][O:8][C:9](=[O:11])[CH3:10])=[O:6])=[N+]=[N-].[N-]=[N+]=[N-]>C(OC(=O)C)C.[Pd]>[NH2:1][CH2:4][C:5]([CH2:7][O:8][C:9](=[O:11])[CH3:10])=[O:6]. Procedure details: 1-Azido-3-acetoxyacetone (15.7 g.) is dissolved in ethylacetate (200 ml.). The 10% palladium on carbon catalyst (1.0 g.) is added; the mixture is reduced under hydrogen at atmospheric pressure until the infrared spectrum of an aliquot indicates the absence of the azide. The catalyst is filtered off and the filtrate is evaporated to afford 1-amino-3-acetoxy acetone. Reactants: CCN1C(=C(C(=C1C2=CC=C(C=C2)Cl)C3=CC(=CC=C3)N4CCN(CC4)C5=CC=C(C=C5)NS(=O)(=O)C6=CC(=C(C=C6)N[C@H](CCN7CCC(CC7)O)CSC8=CC=CC=C8)S(=O)(=O)C(F)(F)F)C(=O)O)C (BM-957), OCCP(OC)(OC)=O (dimethyl (2-hydroxyethyl)phosphonate). The product is ClC1=CC=C(C=C1)C1=C(C(=C(N1CC)C)C(=O)OCCP(O)(O)=O)C1=CC(=CC=C1)N1CCN(CC1)C1=CC=C(C=C1)NS(=O)(=O)C1=CC(=C(C=C1)N[C@@H](CSC1=CC=CC=C1)CCN1CCC(CC1)O)S(=O)(=O)C(F)(F)F ((R)-(2-((5-(4-chlorophenyl)-1-ethyl-4-(3-(4-(4-(4-((4-(4-hydroxypiperidin-1-yl)-1-(phenylthio)butan-2-yl)amino)-3-((trifluoromethyl)sulfonyl)phenylsulfonamido)phenyl)piperazin-1-yl)phenyl)-2-methyl-1H-pyrrole-3-carbonyl)oxy)ethyl)phosphonic acid). Reaction SMILES: [CH3:1][CH2:2][N:3]1[C:7]([C:8]2[CH:13]=[CH:12][C:11]([Cl:14])=[CH:10][CH:9]=2)=[C:6]([C:15]2[CH:20]=[CH:19][CH:18]=[C:17]([N:21]3[CH2:26][CH2:25][N:24]([C:27]4[CH:32]=[CH:31][C:30]([NH:33][S:34]([C:37]5[CH:42]=[CH:41][C:40]([NH:43][C@@H:44]([CH2:54][S:55][C:56]6[CH:61]=[CH:60][CH:59]=[CH:58][CH:57]=6)[CH2:45][CH2:46][N:47]6[CH2:52][CH2:51][CH:50]([OH:53])[CH2:49][CH2:48]6)=[C:39]([S:62]([C:65]([F:68])([F:67])[F:66])(=[O:64])=[O:63])[CH:38]=5)(=[O:36])=[O:35])=[CH:29][CH:28]=4)[CH2:23][CH2:22]3)[CH:16]=2)[C:5]([C:69]([OH:71])=[O:70])=[C:4]1[CH3:72].O[CH2:74][CH2:75][P:76](=[O:81])([O:79]C)[O:77]C>>[Cl:14][C:11]1[CH:12]=[CH:13][C:8]([C:7]2[N:3]([CH2:2][CH3:1])[C:4]([CH3:72])=[C:5]([C:69]([O:71][CH2:74][CH2:75][P:76](=[O:77])([OH:81])[OH:79])=[O:70])[C:6]=2[C:15]2[CH:20]=[CH:19][CH:18]=[C:17]([N:21]3[CH2:22][CH2:23][N:24]([C:27]4[CH:28]=[CH:29][C:30]([NH:33][S:34]([C:37]5[CH:42]=[CH:41][C:40]([NH:43][C@H:44]([CH2:45][CH2:46][N:47]6[CH2:48][CH2:49][CH:50]([OH:53])[CH2:51][CH2:52]6)[CH2:54][S:55][C:56]6[CH:57]=[CH:58][CH:59]=[CH:60][CH:61]=6)=[C:39]([S:62]([C:65]([F:66])([F:67])[F:68])(=[O:63])=[O:64])[CH:38]=5)(=[O:36])=[O:35])=[CH:31][CH:32]=4)[CH2:25][CH2:26]3)[CH:16]=2)=[CH:9][CH:10]=1. Procedure: 9 was prepared from BM-957 and dimethyl (2-hydroxyethyl)phosphonate according general procedure V. MS (ESI): m/z 1173.42 (M+H)+. The reactants are CC(C)(C)OC(=O)Nc1cc(Oc2ccc([N+](=O)[O-])cc2F)ncn1, [H-], CI, [Na+], CN(C)C=O, O. The product is CN(C(=O)OC(C)(C)C)c1cc(Oc2ccc([N+](=O)[O-])cc2F)ncn1. As a reaction SMILES: [F:1][c:2]1[c:3]([O:4][c:5]2[cH:6][c:7]([NH:11][C:12]([O:13][C:14]([CH3:15])([CH3:16])[CH3:17])=[O:18])[n:8][cH:9][n:10]2)[cH:19][cH:20][c:21]([N+:23](=[O:24])[O-:25])[cH:22]1.[H-:27].[I:28][CH3:29].[Na+:26].[O:30]=[CH:31][N:32]([CH3:33])[CH3:34].[OH2:35]>>[F:1][c:2]1[c:3]([O:4][c:5]2[cH:6][c:7]([N:11]([C:12]([O:13][C:14]([CH3:15])([CH3:16])[CH3:17])=[O:18])[CH3:29])[n:8][cH:9][n:10]2)[cH:19][cH:20][c:21]([N+:23](=[O:24])[O-:25])[cH:22]1. Reactants: CN1C(C(=C(C2=CC3=C(C=C12)CCC3)C3=C(C=CC=C3)C)C(=O)OCC)=O (ethyl 1-methyl-4-(2-methylphenyl)-2-oxo-1,2,7,8-tetrahydro-6H-cyclopenta[g]quinoline-3-carboxylate), [OH-].[K+] (potassium hydroxide), C(C)O (ethanol), Cl (HCl). The solvent is O (water). Conditions: temperature 80 celsius, time 20 minute. Yields the product CN1C(C(=C(C2=CC3=C(C=C12)CCC3)C3=C(C=CC=C3)C)C(=O)O)=O (1-methyl-4-(2-methylphenyl)-2-oxo-1,2,7,8-tetrahydro-6H-cyclopenta[g]quinoline-3-carboxylic acid). Isolated yield 100.3%. Reaction SMILES: [CH3:1][N:2]1[C:11]2[C:6](=[CH:7][C:8]3[CH2:14][CH2:13][CH2:12][C:9]=3[CH:10]=2)[C:5]([C:15]2[CH:20]=[CH:19][CH:18]=[CH:17][C:16]=2[CH3:21])=[C:4]([C:22]([O:24]CC)=[O:23])[C:3]1=[O:27].[OH-].[K+].C(O)C.Cl>O>[CH3:1][N:2]1[C:11]2[C:6](=[CH:7][C:8]3[CH2:14][CH2:13][CH2:12][C:9]=3[CH:10]=2)[C:5]([C:15]2[CH:20]=[CH:19][CH:18]=[CH:17][C:16]=2[CH3:21])=[C:4]([C:22]([OH:24])=[O:23])[C:3]1=[O:27] |f:1.2|. Procedure details: A mixture of ethyl 1-methyl-4-(2-methylphenyl)-2-oxo-1,2,7,8-tetrahydro-6H-cyclopenta[g]quinoline-3-carboxylate (2.0 g), potassium hydroxide (1.55 g) and 80% ethanol (20 ml) was stirred at 80° C. for 20 minutes. The mixture was diluted with water and acidified with 2N HCl to give crystals of 1-methyl-4-(2-methylphenyl)-2-oxo-1,2,7,8-tetrahydro-6H-cyclopenta[g]quinoline-3-carboxylic acid (1.85 g, 99.6%).